This data is from the Open Reaction Database (ORD), a public repository of structured organic reaction records. The task is: describe an organic reaction: reactants, conditions, products, and yield Reactants: CS(C)=O, [H-], Nc1nc(Cl)cc(Cl)n1, [Na+], Oc1ccc2[nH]ccc2c1. Product: Nc1nc(Cl)cc(Oc2ccc3[nH]ccc3c2)n1. As a reaction SMILES: [CH3:22][S:23](=[O:24])[CH3:25].[H-:1].[NH2:13][c:14]1[n:15][c:16]([Cl:21])[cH:17][c:18]([Cl:20])[n:19]1.[Na+:2].[OH:3][c:4]1[cH:5][c:6]2[cH:7][cH:8][nH:9][c:10]2[cH:11][cH:12]1>>[O:3]([c:4]1[cH:5][c:6]2[cH:7][cH:8][nH:9][c:10]2[cH:11][cH:12]1)[c:18]1[cH:17][c:16]([Cl:21])[n:15][c:14]([NH2:13])[n:19]1. Starting materials: C(#N)C1=CC=C(C=C1)CCC(=O)OCC (ethyl 3-(4-cyanophenyl)propionate), [OH-].[Na+] (sodium hydroxide), Cl (hydrochloric acid). Solvent: C(C)O (ethanol). Run at time 1 hour. The product is C(#N)C1=CC=C(C=C1)CCC(=O)O (3-(4-cyanophenyl)propionic acid). Yield: 85.1%. RXN SMILES: [C:1]([C:3]1[CH:8]=[CH:7][C:6]([CH2:9][CH2:10][C:11]([O:13]CC)=[O:12])=[CH:5][CH:4]=1)#[N:2].[OH-].[Na+].Cl>C(O)C>[C:1]([C:3]1[CH:4]=[CH:5][C:6]([CH2:9][CH2:10][C:11]([OH:13])=[O:12])=[CH:7][CH:8]=1)#[N:2] |f:1.2|. Procedure: A mixture of ethyl 3-(4-cyanophenyl)propionate (6.00 g, 29.5 mmol), 2N-sodium hydroxide (30 ml, 60.0 mmol) and ethanol (60 ml) was stirred at room temperature for 1 hour. The reaction mixture was acidified with 1N-hydrochloric acid and extracted with ethyl acetate. The extract was washed with brine, dried over MgSO4 and concentrated in vacuo to give 3-(4-cyanophenyl)propionic acid as colorless crystals (4.40 g, 85%). The reactants are C(C=C)N(C(OCC)=O)CC=O (ethyl N-allyl-N-(2-oxoethyl) -carbamate), CN[C@@H](C)C(=O)O (N-methylalanine). The solvent is C1(=CC=CC=C1)C (toluene). The product is CN1C2CN(CC2CC1C)C(=O)OCC (Ethyl 2,3-dimethyl-2,7-diazabicyclo[3.3.0]octane-7-carboxylate). RXN SMILES: [CH2:1]([N:4]([CH2:10][CH:11]=O)[C:5](=[O:9])[O:6][CH2:7][CH3:8])[CH:2]=[CH2:3].[CH3:13][NH:14][C@H:15](C(O)=O)[CH3:16]>C1(C)C=CC=CC=1>[CH3:13][N:14]1[CH:15]([CH3:16])[CH2:3][CH:2]2[CH:11]1[CH2:10][N:4]([C:5]([O:6][CH2:7][CH3:8])=[O:9])[CH2:1]2. Procedure: 17.2 g (0.1 mol) of ethyl N-allyl-N-(2-oxoethyl) -carbamate are heated under reflux overnight with 10.5 g (0.1 mol) of N-methylalanine in 300 ml of toluene. The mixture is concentrated and the residue is distilled. The reactants are Cl.N(C(=N)N)C1=CC=C(C(=O)Cl)C=C1 (4-carbamimidamidobenzoyl chloride hydrochloride), Cl.N(C(=N)N)C1=CC=C(C(=O)Cl)C=C1 (4-carbamimidamidobenzoyl chloride hydrochloride), Cl.N(C(=N)N)C1=CC=C(C(=O)Cl)C=C1 (4-carbamimidamidobenzoyl chloride hydrochloride), Cl.N(C(=N)N)C1=CC=C(C(=O)Cl)C=C1 (4-Carbamimidamidobenzoyl chloride hydrochloride), C(C)(C)(C)OC(CC1(CC(=NO1)C1=CC(=CC(=C1)O)CCC(=O)OC(C)(C)C)C(=O)OC(C)(C)C)=O (tert-butyl 5-(2-tert-butoxy-2-oxoethyl)-3-(3-(3-tert-butoxy-3-oxopropyl)-5-hydroxyphenyl)-4,5-dihydro-1,2-oxazole-5-carboxylate), C([O-])(O)=O.[Na+] (sodium bicarbonate). The solvent is CN1CCCC1=O (NMP), N1=CC=CC=C1 (Pyridine), O.C(C)#N (water acetonitrile), CN1CCCC1=O (NMP), N1=CC=CC=C1 (pyridine). Reaction conditions: time 30 minute. The product is C(C)(C)(C)OC(CC1(CC(=NO1)C1=CC(=CC(=C1)OC(C1=CC=C(C=C1)NC(=N)N)=O)CCC(=O)OC(C)(C)C)C(=O)OC(C)(C)C)=O (tert-Butyl 5-(2-tert-butoxy-2-oxoethyl)-3-(3-(3-tert-butoxy-3-oxopropyl)-5-((4-carbamimidamidobenzoyl)oxy)phenyl)-4,5-dihydro-1,2-oxazole-5-carboxylate). Yield: 47.4%. As a reaction SMILES: Cl.[NH:2]([C:6]1[CH:14]=[CH:13][C:9]([C:10](Cl)=[O:11])=[CH:8][CH:7]=1)[C:3]([NH2:5])=[NH:4].[C:15]([O:19][C:20](=[O:50])[CH2:21][C:22]1([C:43]([O:45][C:46]([CH3:49])([CH3:48])[CH3:47])=[O:44])[O:26][N:25]=[C:24]([C:27]2[CH:32]=[C:31]([OH:33])[CH:30]=[C:29]([CH2:34][CH2:35][C:36]([O:38][C:39]([CH3:42])([CH3:41])[CH3:40])=[O:37])[CH:28]=2)[CH2:23]1)([CH3:18])([CH3:17])[CH3:16].C(=O)(O)[O-].[Na+]>O.C(#N)C.CN1C(=O)CCC1.N1C=CC=CC=1>[C:15]([O:19][C:20](=[O:50])[CH2:21][C:22]1([C:43]([O:45][C:46]([CH3:49])([CH3:48])[CH3:47])=[O:44])[O:26][N:25]=[C:24]([C:27]2[CH:32]=[C:31]([O:33][C:10](=[O:11])[C:9]3[CH:8]=[CH:7][C:6]([NH:2][C:3]([NH2:5])=[NH:4])=[CH:14][CH:13]=3)[CH:30]=[C:29]([CH2:34][CH2:35][C:36]([O:38][C:39]([CH3:41])([CH3:40])[CH3:42])=[O:37])[CH:28]=2)[CH2:23]1)([CH3:16])([CH3:17])[CH3:18] |f:0.1,3.4,5.6|. Procedure: 4-Carbamimidamidobenzoyl chloride hydrochloride (77 mg) was added to a mixture of tert-butyl 5-(2-tert-butoxy-2-oxoethyl)-3-(3-(3-tert-butoxy-3-oxopropyl)-5-hydroxyphenyl)-4,5-dihydro-1,2-oxazole-5-carboxylate (167 mg), pyridine (0.16 mL), and NMP (0.16 mL) at 50 C, and the obtained mixture was stirred at 50 C for 30 minutes. Further, 4-carbamimidamidobenzoyl chloride hydrochloride (77 mg) was added thereto, and the obtained mixture was stirred at 50 C for 3 hours. Pyridine (0.16 mL) and NMP (0.... The reactants are CN(C)c1cc2ccccc2s1, Clc1ccccc1, O=C(Cl)c1ccc([N+](=O)[O-])cc1. Product: CN(C)c1sc2ccccc2c1C(=O)c1ccc([N+](=O)[O-])cc1. Reaction SMILES: [CH3:1][N:2]([c:3]1[cH:4][c:5]2[c:6]([s:7]1)[cH:8][cH:9][cH:10][cH:11]2)[CH3:12].[Cl:25][c:26]1[cH:27][cH:28][cH:29][cH:30][cH:31]1.[N+:13](=[O:14])([O-:15])[c:16]1[cH:17][cH:18][c:19]([C:20](=[O:21])[Cl:22])[cH:23][cH:24]1>>[CH3:1][N:2]([c:3]1[c:4]([C:20]([c:19]2[cH:18][cH:17][c:16]([N+:13](=[O:14])[O-:15])[cH:24][cH:23]2)=[O:21])[c:5]2[c:6]([s:7]1)[cH:8][cH:9][cH:10][cH:11]2)[CH3:12].